From a dataset of the Open Reaction Database (ORD), a public repository of structured organic reaction records. describe an organic reaction: reactants, conditions, products, and yield Starting materials: COC1=CC2=C(N=CO2)C=C1 (6-Methoxy-1,3-benzoxazole), BrC=1C=NC(=NC1)N(C)C (5-bromo-N,N-dimethylpyrimidin-2-amine), CuBr, C(=O)([O-])[O-].[Cs+].[Cs+] (Cs2CO3). Reagents/catalysts: CC(C)(C)P(C(C)(C)C)C(C)(C)C.CC(C)(C)P(C(C)(C)C)C(C)(C)C.[Pd] (Pd(t-Bu3P)2). Run in CN(C)C=O (DMF). Yields the product COC1=CC2=C(N=C(O2)C=2C=NC(=NC2)N(C)C)C=C1 (5-(6-Methoxy-1,3-benzoxazol-2-yl)-N,N-dimethylpyrimidin-2-amine), solid. As a reaction SMILES: [CH3:1][O:2][C:3]1[CH:11]=[CH:10][C:6]2[N:7]=[CH:8][O:9][C:5]=2[CH:4]=1.Br[C:13]1[CH:14]=[N:15][C:16]([N:19]([CH3:21])[CH3:20])=[N:17][CH:18]=1.C([O-])([O-])=O.[Cs+].[Cs+]>CN(C=O)C.CC(P(C(C)(C)C)C(C)(C)C)(C)C.CC(P(C(C)(C)C)C(C)(C)C)(C)C.[Pd]>[CH3:1][O:2][C:3]1[CH:11]=[CH:10][C:6]2[N:7]=[C:8]([C:13]3[CH:14]=[N:15][C:16]([N:19]([CH3:21])[CH3:20])=[N:17][CH:18]=3)[O:9][C:5]=2[CH:4]=1 |f:2.3.4,6.7.8|. Procedure details: 6-Methoxy-1,3-benzoxazole (0.67 mmol), 5-bromo-N,N-dimethylpyrimidin-2-amine (0.80 mmol), CuBr (0.13 mmol), Cs2CO3 (0.67 mmol) and Pd(t-Bu3P)2 (0.067 mmol) in dry DMF (3 ml) was stirred 30 min at 160° C. in a microwave reactor. The reaction mixture was filtered through celite, washed through with CH2Cl2 and the solvents were removed under reduced pressure. The crude product was purified by flash chromatography (CH2Cl2/CH2Cl2/MeOH (9:1) gradient) to give the title compound as an off white solid (... Yields the product FC(C1=CC=C(OC2=CC=C(C=C2)OC(=O)N2CCN(CC2)CC2=CC=C(C=C2)Cl)C=C1)(F)F (4-(4-Chlorobenzyl)piperazine-1-carboxylic acid 4-(4-trifluoromethylphenoxy)phenyl ester). RXN SMILES: Cl[C:2]([O:4][C:5]1[CH:10]=[CH:9][C:8]([O:11][C:12]2[CH:17]=[CH:16][C:15]([C:18]([F:21])([F:20])[F:19])=[CH:14][CH:13]=2)=[CH:7][CH:6]=1)=[O:3].[Cl:22][C:23]1[CH:35]=[CH:34][C:26]([CH2:27][N:28]2[CH2:33][CH2:32][NH:31][CH2:30][CH2:29]2)=[CH:25][CH:24]=1.[K+].[Br-]>O>[F:19][C:18]([F:21])([F:20])[C:15]1[CH:16]=[CH:17][C:12]([O:11][C:8]2[CH:9]=[CH:10][C:5]([O:4][C:2]([N:31]3[CH2:30][CH2:29][N:28]([CH2:27][C:26]4[CH:34]=[CH:35][C:23]([Cl:22])=[CH:24][CH:25]=4)[CH2:33][CH2:32]3)=[O:3])=[CH:6][CH:7]=2)=[CH:13][CH:14]=1 |f:2.3|. Procedure: The hydrochloride of the title compound was prepared from 4-(4-trifluoromethylphenoxy)phenyl chloroformate and 1-(4-chlorobenzyl)piperazine, yield 86% White crystals, m.p. 232-234° C.; 1H NMR (DMSO-d6): δ11.92 (br s, 1H), 3 AB-systems: 7.83-7.62 (t-like, 4H) and 7.62-7.48 (d-like, 2H), and 7.32-7.07 (m, 6H); 4.51-3.95 (br s at 4.37 ppm overlapping with br signal at 4.2 ppm, 4H), 3.95-2.95 (br m, 9H: 6H+water); IR (KBr): ν 1717 (C═O) cm−1. Starting materials: ClC(=O)OC1=CC=C(C=C1)OC1=CC=C(C=C1)C(F)(F)F (4-(4-trifluoromethylphenoxy)phenyl chloroformate), ClC1=CC=C(CN2CCNCC2)C=C1 (1-(4-chlorobenzyl)piperazine), [K+].[Br-] (KBr). The solvent is O (water). Starting materials: CC(=O)[O-], CO, COC(=O)c1cc(C)n(C)c1C(C=O)C(=O)OC, [NH4+]. The product is COC(=O)C(=CN)c1c(C(=O)OC)cc(C)n1C. Reaction SMILES: [CH3:20][C:21](=[O:22])[O-:23].[CH3:24][OH:25].[CH:1](=[O:2])[CH:3]([C:4](=[O:5])[O:6][CH3:7])[c:8]1[n:9]([CH3:18])[c:10]([CH3:17])[cH:11][c:12]1[C:13](=[O:14])[O:15][CH3:16].[NH4+:19]>>[CH:1](=[C:3]([C:4](=[O:5])[O:6][CH3:7])[c:8]1[n:9]([CH3:18])[c:10]([CH3:17])[cH:11][c:12]1[C:13](=[O:14])[O:15][CH3:16])[NH2:19].